This data is from the Open Reaction Database (ORD), a public repository of structured organic reaction records. The task is: describe an organic reaction: reactants, conditions, products, and yield Reactants: COc1cc(Br)c(C(=O)c2ccc(C)cc2)cc1OCc1ccccc1, CN1CCCC1=O, CCOC(C)=O, N#C[Cu], N, O. Yields the product COc1cc(C#N)c(C(=O)c2ccc(C)cc2)cc1OCc1ccccc1. RXN SMILES: [CH2:1]([c:2]1[cH:3][cH:4][cH:5][cH:6][cH:7]1)[O:8][c:9]1[c:10]([O:25][CH3:26])[cH:11][c:12]([Br:24])[c:13]([C:15](=[O:16])[c:17]2[cH:18][cH:19][c:20]([CH3:23])[cH:21][cH:22]2)[cH:14]1.[CH3:30][N:31]1[CH2:32][CH2:33][CH2:34][C:35]1=[O:36].[CH3:39][CH2:40][O:41][C:42](=[O:43])[CH3:44].[Cu:27][C:28]#[N:29].[NH3:37].[OH2:38]>>[CH2:1]([c:2]1[cH:3][cH:4][cH:5][cH:6][cH:7]1)[O:8][c:9]1[c:10]([O:25][CH3:26])[cH:11][c:12]([C:28]#[N:29])[c:13]([C:15](=[O:16])[c:17]2[cH:18][cH:19][c:20]([CH3:23])[cH:21][cH:22]2)[cH:14]1. Reactants: CN(C)C=NC(C1=CC=NC=C1)=O (N-(dimethylaminomethylene)isonicotinamide), [OH-].[Na+] (sodium hydroxide), Cl.FC1=CC=C(C=C1)NN (p-fluorophenylhydrazine hydrochloride), C(C)(=O)O (acetic acid). Solvent: O (water), O1CCOCC1 (p-dioxane). Reaction conditions: time 8 hour. Yields the product FC1=CC=C(C=C1)N1N=CN=C1C1=CC=NC=C1 (4-[1-(p-Fluorophenyl)-1H-1,2,4-triazol-5-yl]pyridine). Reaction SMILES: C[N:2]([CH:4]=[N:5][C:6](=O)[C:7]1[CH:12]=[CH:11][N:10]=[CH:9][CH:8]=1)C.Cl.[F:15][C:16]1[CH:21]=[CH:20][C:19]([NH:22]N)=[CH:18][CH:17]=1.C(O)(=O)C.[OH-].[Na+]>O.O1CCOCC1>[F:15][C:16]1[CH:21]=[CH:20][C:19]([N:22]2[C:6]([C:7]3[CH:12]=[CH:11][N:10]=[CH:9][CH:8]=3)=[N:5][CH:4]=[N:2]2)=[CH:18][CH:17]=1 |f:1.2,4.5|. Procedure details: A 6.0 g. portion of N-(dimethylaminomethylene)isonicotinamide is added to a mixture prepared by adding 6.05 g. of p-fluorophenylhydrazine hydrochloride to 80 ml. of 30% aqueous acetic acid, 40 ml. of p-dioxane and 7.5 ml. of 5 N sodium hydroxide. The mixture is heated to reflux for 1.5 hours, poured into water and allowed to stand overnight. Extraction with ether gives a dark solid which is recrystallized from acetone-hexane giving 1.7 g. of the desired product, mp. 114°-115° C.